This data is from the Open Reaction Database (ORD), a public repository of structured organic reaction records. The task is: describe an organic reaction: reactants, conditions, products, and yield Starting materials: C(C)(C)(C)OC(=O)N(C(=O)OC(C)(C)C)C=1OCC2(N1)C1=CC(=CC=C1OC1(CCC1)C21COC1)C=1C=NC=C(C1)Br (di-tert-butyl[6′-(5-bromopyridin-3-yl)trispiro[cyclobutane-1,2′-chromene-4′,4″-[1,3]oxazole-3′,3′″-oxetan]-2″-yl]imidodicarbonate), C(#C)C1CC1 (ethynylcyclopropane). The reagents and catalysts are Cl[Pd]([P](C1=CC=CC=C1)(C2=CC=CC=C2)C3=CC=CC=C3)([P](C4=CC=CC=C4)(C5=CC=CC=C5)C6=CC=CC=C6)Cl (PdCl2(PPh3)2), [Cu]I (CuI). Run in C1(=CC=CC=C1)C (toluene), CCN(CC)CC (Et3N). Run at time 1 hour. Yields the product C1(CC1)C#CC=1C=C(C=NC1)C=1C=C2C(=CC1)OC1(CCC1)C1(COC1)C21N=C(OC1)N (6′-[5-(cyclopropylethynyl)pyridin-3-yl]trispiro[cyclobutane-1,2′chromene-4′,4″-[1,3]oxazole-3′,3′″-oxetan]-2″-amine). Yield: 15.6%. As a reaction SMILES: C(OC([N:8]([C:16]1[O:17][CH2:18][C:19]2([C:32]3([CH2:35][O:34][CH2:33]3)[C:28]3([CH2:31][CH2:30][CH2:29]3)[O:27][C:26]3[C:21]2=[CH:22][C:23]([C:36]2[CH:37]=[N:38][CH:39]=[C:40](Br)[CH:41]=2)=[CH:24][CH:25]=3)[N:20]=1)C(OC(C)(C)C)=O)=O)(C)(C)C.[C:43]([CH:45]1[CH2:47][CH2:46]1)#[CH:44]>CCN(CC)CC.C1(C)C=CC=CC=1.Cl[Pd](Cl)([P](C1C=CC=CC=1)(C1C=CC=CC=1)C1C=CC=CC=1)[P](C1C=CC=CC=1)(C1C=CC=CC=1)C1C=CC=CC=1.[Cu]I>[CH:45]1([C:43]#[C:44][C:40]2[CH:41]=[C:36]([C:23]3[CH:22]=[C:21]4[C:19]5([CH2:18][O:17][C:16]([NH2:8])=[N:20]5)[C:32]5([CH2:33][O:34][CH2:35]5)[C:28]5([CH2:31][CH2:30][CH2:29]5)[O:27][C:26]4=[CH:25][CH:24]=3)[CH:37]=[N:38][CH:39]=2)[CH2:47][CH2:46]1 |^1:64,83|. Reported procedure: To a stirred solution of di-tert-butyl[6′-(5-bromopyridin-3-yl)trispiro[cyclobutane-1,2′-chromene-4′,4″-[1,3]oxazole-3′,3′″-oxetan]-2″-yl]imidodicarbonate (48 mg, 0.075 mmol) in Et3N (0.67 ml) were added ethynylcyclopropane (0.063 mL, 0.75 mmol), PdCl2(PPh3)2 (10 mg, 0.015 mmol) and CuI (5.7 mg, 0.030 mmol) at room temperature and the mixture was sealed and irradiated with microwave at 150° C. for 1 hour. To this mixture was added activated carbon (ca. 100 mg) and the mixture was stirred for 1 h... The reactants are COC(=O)C=1C=C(C=CC1)NCC=1C=NC=CC1 (N-(3-methoxycarbonylphenyl) pyrid-3-ylmethylamine), C(C)S(=O)(=O)Cl (ethanesulfonyl chloride), C([O-])([O-])=O.[K+].[K+] (potassium carbonate). The solvent is ClC(C)Cl (dichloroethane), N1=CC=CC=C1 (pyridine). Yields the product COC(=O)C=1C=C(C=CC1)N(S(=O)(=O)CC)CC=1C=NC=CC1 (N-(3-Methoxycarbonylphenyl)-N-(ethanesulfonyl)pyrid-3-ylmethylamine). Isolated yield 48.7%. Reaction SMILES: [CH3:1][O:2][C:3]([C:5]1[CH:6]=[C:7]([NH:11][CH2:12][C:13]2[CH:14]=[N:15][CH:16]=[CH:17][CH:18]=2)[CH:8]=[CH:9][CH:10]=1)=[O:4].[CH2:19]([S:21](Cl)(=[O:23])=[O:22])[CH3:20].C(=O)([O-])[O-].[K+].[K+]>ClC(Cl)C.N1C=CC=CC=1>[CH3:1][O:2][C:3]([C:5]1[CH:6]=[C:7]([N:11]([CH2:12][C:13]2[CH:14]=[N:15][CH:16]=[CH:17][CH:18]=2)[S:21]([CH2:19][CH3:20])(=[O:23])=[O:22])[CH:8]=[CH:9][CH:10]=1)=[O:4] |f:2.3.4|. Procedure details: Into a 0° C. solution of N-(3-methoxycarbonylphenyl) pyrid-3-ylmethylamine (204 g, 0.842 mole, 1 eq) in dichloroethane (3610 mL) and pyridine (1775 mL) was added ethanesulfonyl chloride (114 mL, 1.2 mole, 1.43 eq). The reaction was allowed to warm to room temperature overnight. The dark red reaction was stirred with potassium carbonate (204 g) for 30 minutes and then filtered and concentrated to dryness. The residue was purified by Biotage, eluting with 3:1 to 2:1 DCM/EtOAc mixture to give the t...